This data is from the Open Reaction Database (ORD), a public repository of structured organic reaction records. The task is: describe an organic reaction: reactants, conditions, products, and yield Reactants: C(C1=CC=CC=C1)(=O)Cl (benzoyl chloride), [Al+3].[Cl-].[Cl-].[Cl-] (AlCl3), ClC1=CC=C(CN2C(=CC3=CC(=CC=C23)O)CC(C(=O)OC)(C)C)C=C1 (Methyl 3-[N-(p-chlorobenzyl)-5-hydroxyindol-2-yl]-2,2-dimethylpropanoate). Solvent: ClCCCl (1,2-dichloroethane). Reaction conditions: temperature 80 celsius. Product: ClC1=CC=C(CN2C(=C(C3=CC(=CC=C23)OC(C2=CC=CC=C2)=O)C(C2=CC=CC=C2)=O)CC(C(=O)OC)(C)C)C=C1 (Methyl 3-[N-(p-chlorobenzyl)-3-benzoyl-5-benzoyloxyindol-2-yl]-2,2-dimethylpropanoate). Reaction SMILES: [Cl:1][C:2]1[CH:26]=[CH:25][C:5]([CH2:6][N:7]2[C:15]3[C:10](=[CH:11][C:12]([OH:16])=[CH:13][CH:14]=3)[CH:9]=[C:8]2[CH2:17][C:18]([CH3:24])([CH3:23])[C:19]([O:21][CH3:22])=[O:20])=[CH:4][CH:3]=1.[C:27](Cl)(=[O:34])[C:28]1[CH:33]=[CH:32][CH:31]=[CH:30][CH:29]=1.[Al+3].[Cl-].[Cl-].[Cl-]>ClCCCl>[Cl:1][C:2]1[CH:26]=[CH:25][C:5]([CH2:6][N:7]2[C:15]3[C:10](=[CH:11][C:12]([O:16][C:27](=[O:34])[C:28]4[CH:33]=[CH:32][CH:31]=[CH:30][CH:29]=4)=[CH:13][CH:14]=3)[C:9]([C:27](=[O:34])[C:28]3[CH:33]=[CH:32][CH:31]=[CH:30][CH:29]=3)=[C:8]2[CH2:17][C:18]([CH3:24])([CH3:23])[C:19]([O:21][CH3:22])=[O:20])=[CH:4][CH:3]=1 |f:2.3.4.5|. Reported procedure: Methyl 3-[N-(p-chlorobenzyl)-5-hydroxy indol-2-yl]-2,2-dimethylpropanoate (609 mg) from Example 8 (Step A) was dissolved in 10 mL of 1,2-dichloroethane and the solution charged with 0.5 mL of benzoyl chloride and 680 mg of AlCl3. The reaction was heated to 80° C. under argon for 1.5 h, then quenched with 20 mL of 0.5N Na, K tartrate solution, extracted with 3×20 mL of ether, washed with 10 mL of H2O and dried (MgSO4). Removal of solvent provided an oily residue which was chromatographed on silic... Reactants: C1CCN2CC=C(CC12)C1=CNC2=CC=NC=C12 (3-(1,2,3,5,8,8a-hexahydro-7-indolizinyl)-1H-5-Azaindole), C1(=CC=CC=C1)S(=O)(=O)Cl (benzenesulfonyl chloride), C[Si](C)(C)[N-][Si](C)(C)C.[Na+] (NaN(TMS)2). Solvent: C1CCOC1 (THF). Yields the product C1CCN2CC=C(CC12)C1=CN(C2=CC=NC=C12)S(=O)(=O)C1=CC=CC=C1 (3-(1,2,3,5,8,8a-Hexahydro-7-indolizinyl)-1-benzenesulfonyl-5-azaindole). RXN SMILES: [CH2:1]1[CH:9]2[N:4]([CH2:5][CH:6]=[C:7]([C:10]3[C:18]4[C:13](=[CH:14][CH:15]=[N:16][CH:17]=4)[NH:12][CH:11]=3)[CH2:8]2)[CH2:3][CH2:2]1.[C:19]1([S:25](Cl)(=[O:27])=[O:26])[CH:24]=[CH:23][CH:22]=[CH:21][CH:20]=1.C[Si]([N-][Si](C)(C)C)(C)C.[Na+]>C1COCC1>[CH2:1]1[CH:9]2[N:4]([CH2:5][CH:6]=[C:7]([C:10]3[C:18]4[C:13](=[CH:14][CH:15]=[N:16][CH:17]=4)[N:12]([S:25]([C:19]4[CH:24]=[CH:23][CH:22]=[CH:21][CH:20]=4)(=[O:27])=[O:26])[CH:11]=3)[CH2:8]2)[CH2:3][CH2:2]1 |f:2.3|. Procedure: from 3-(1,2,3,5,8,8a-hexahydro-7-indolizinyl)-1H-5-Azaindole (10 mg, 0.0418 mmol), benzenesulfonyl chloride (20 mg, 0.113 mmol) and 1M NaN(TMS)2 (100 μL, 0.10 mmol) in THF (0.5 mL) at RT. Solvent: CCCCCC (hexane). As a reaction SMILES: [Cl:1][C:2]1[CH:7]=[CH:6][CH:5]=[CH:4][C:3]=1[CH:8]([CH2:11][OH:12])[C:9]#[N:10].[C:13](OCC)(=[O:15])[CH3:14]>CCCCCC>[C:13]([O:12][CH2:11][CH:8]([C:3]1[CH:4]=[CH:5][CH:6]=[CH:7][C:2]=1[Cl:1])[C:9]#[N:10])(=[O:15])[CH3:14]. The product is C(C)(=O)OCC(C#N)C1=C(C=CC=C1)Cl (3-acetoxy-2-(2-chlorophenyl)propanenitrile), oil. Isolated yield 70.0%. Procedure: This ester was prepared using the procedure described in Example 5, except 2-(2-chlorophenyl)-3-hydroxypropanenitrile was used in place of 2-(2-chloro-5-(difluoromethoxy)phenyl)-3-hydroxypropanenitrile. The preparation of 2-(2-chlorophenyl)-3-hydroxypropanenitrile is described in Example 13. The recovered ester product was a colorless oil (70% yield), Rf 0.3 (silica gel, ethyl acetate:hexane=1:4). Starting materials: ester, C(C)(=O)OCC (ethyl acetate), ClC1=C(C=CC=C1)C(C#N)CO (2-(2-chlorophenyl)-3-hydroxypropanenitrile), ClC1=C(C=CC=C1)C(C#N)CO (2-(2-chlorophenyl)-3-hydroxypropanenitrile). Reactants: COC1=CC=C2CCC(CC2=C1)=O (7-methoxy-3,4-dihydro-1H-naphthalen-2-one), C(C)(C)(C)OC(=O)N1CCC(CC1)CN (4-aminomethyl-piperidine-1-carboxylic acid tert-butyl ester), C(C)(=O)O[BH-](OC(C)=O)OC(C)=O.[Na+] (sodium triacetoxyborohydride). The solvent is ClC(C)Cl (dichloroethane). Reaction conditions: time 24 hour. The product is C(C)(C)(C)OC(=O)N1CCC(CC1)CNC1CC2=CC(=CC=C2CC1)OC (4-[(7-methoxy-1,2,3,4-tetrahydro-naphthalen-2-ylamino)-methyl]-piperidine-1-carboxylic acid tert-butyl ester). Isolated yield 98.9%. Reaction SMILES: [CH3:1][O:2][C:3]1[CH:12]=[C:11]2[C:6]([CH2:7][CH2:8][C:9](=O)[CH2:10]2)=[CH:5][CH:4]=1.[C:14]([O:18][C:19]([N:21]1[CH2:26][CH2:25][CH:24]([CH2:27][NH2:28])[CH2:23][CH2:22]1)=[O:20])([CH3:17])([CH3:16])[CH3:15].C(O[BH-](OC(=O)C)OC(=O)C)(=O)C.[Na+]>ClC(Cl)C>[C:14]([O:18][C:19]([N:21]1[CH2:26][CH2:25][CH:24]([CH2:27][NH:28][CH:9]2[CH2:8][CH2:7][C:6]3[C:11](=[CH:12][C:3]([O:2][CH3:1])=[CH:4][CH:5]=3)[CH2:10]2)[CH2:23][CH2:22]1)=[O:20])([CH3:17])([CH3:16])[CH3:15] |f:2.3|. Reported procedure: To a solution of 7-methoxy-3,4-dihydro-1H-naphthalen-2-one (1.0 g, 5.67 mmol) and 4-aminomethyl-piperidine-1-carboxylic acid tert-butyl ester (1.34 g, 6.23 mmol) in dichloroethane (50 mL) under a nitrogen atmosphere was added sodium triacetoxyborohydride (3.0 g, 14.2 mmol, 2.5 eq.) in a single portion. The reaction was stirred at room temperature for 24 h. The reaction was concentrated in vacuo and partitioned between EtOAc (100 mL) and 5% aq. KOH (50 mL). The aqueous layer was extracted twice m... Reactants: C(C)(C)(C)OC(NC1=C(C=C(C(=C1)OCC(F)(F)F)C(F)(F)F)N)=O ([2-amino-5-(2,2,2-trifluoro-ethoxy)-4-trifluoromethyl-phenyl]-carbamic acid tert-butyl ester), C(C)(C)(C)OC(CC(=O)C1=CC(=CC=C1)C1=CC(=NC(=C1)C)CC)=O (3-[3-(2-ethyl-6-methyl-pyridin-4-yl)-phenyl]-3-oxo-propionic acid tert-butyl ester). The product is C(C)(C)(C)OC(NC1=C(C=C(C(=C1)OCC(F)(F)F)C(F)(F)F)NC(CC(=O)C1=CC(=CC=C1)C1=CC(=NC(=C1)C)CC)=O)=O ([2-{3-[3-(2-Ethyl-6-methyl-pyridin-4-yl)-phenyl]-3-oxo-propionylamino}-5-(2,2,2-trifluoro-ethoxy)-4-trifluoromethyl-phenyl]-carbamic acid tert-butyl ester). Reaction SMILES: [C:1]([O:5][C:6](=[O:25])[NH:7][C:8]1[CH:13]=[C:12]([O:14][CH2:15][C:16]([F:19])([F:18])[F:17])[C:11]([C:20]([F:23])([F:22])[F:21])=[CH:10][C:9]=1[NH2:24])([CH3:4])([CH3:3])[CH3:2].C([O:30][C:31](=O)[CH2:32][C:33]([C:35]1[CH:40]=[CH:39][CH:38]=[C:37]([C:41]2[CH:46]=[C:45]([CH3:47])[N:44]=[C:43]([CH2:48][CH3:49])[CH:42]=2)[CH:36]=1)=[O:34])(C)(C)C>>[C:1]([O:5][C:6](=[O:25])[NH:7][C:8]1[CH:13]=[C:12]([O:14][CH2:15][C:16]([F:18])([F:17])[F:19])[C:11]([C:20]([F:22])([F:23])[F:21])=[CH:10][C:9]=1[NH:24][C:31](=[O:30])[CH2:32][C:33]([C:35]1[CH:40]=[CH:39][CH:38]=[C:37]([C:41]2[CH:46]=[C:45]([CH3:47])[N:44]=[C:43]([CH2:48][CH3:49])[CH:42]=2)[CH:36]=1)=[O:34])([CH3:4])([CH3:2])[CH3:3]. Reported procedure: The title compound was prepared from [2-amino-5-(2,2,2-trifluoro-ethoxy)-4-trifluoromethyl-phenyl]-carbamic acid tert-butyl ester (Example J6) (281 mg, 0.75 mmol) and 3-[3-(2-ethyl-6-methyl-pyridin-4-yl)-phenyl]-3-oxo-propionic acid tert-butyl ester (Example K34) (255 mg, 0.75 mmol) according to the general procedure M. Obtained as an amorphous light yellow substance (421 mg, 88%).